Dataset: the Open Reaction Database (ORD), a public repository of structured organic reaction records. Task: describe an organic reaction: reactants, conditions, products, and yield Starting materials: COC1=CC(CC1)=O (3-methoxycyclopentenone), C(CC1=CC=CC=C1)[Mg]Cl (phenethylmagnesium chloride). Run in C(C)(=O)OCC (ethyl acetate), hexanes. Yields the product C(CC1=CC=CC=C1)C1=CC(CC1)=O (3-Phenethylcyclopentenone). Yield: 93.8%. Reaction SMILES: CO[C:3]1[CH2:7][CH2:6][C:5](=[O:8])[CH:4]=1.[CH2:9]([Mg]Cl)[CH2:10][C:11]1[CH:16]=[CH:15][CH:14]=[CH:13][CH:12]=1>C(OCC)(=O)C>[CH2:9]([C:3]1[CH2:7][CH2:6][C:5](=[O:8])[CH:4]=1)[CH2:10][C:11]1[CH:16]=[CH:15][CH:14]=[CH:13][CH:12]=1. Reported procedure: The general procedure for the preparation of substrates using 3-methoxycyclopentenone (1.29 g, 11.5 mmol) and phenethylmagnesium chloride (23 mmol, 1M in THF) gave, after flash chromatography (4:1 hexanes:ethyl acetate), the title compound as a colorless liquid (2.01 g, 94%). Spectroscopic data were consistent with previously reported data for this compound.4 Starting materials: C1(=CC=CC=C1)NC1=CC=CC=C1 (diphenylamine), C(CCC)N=C=O (n-butyl isocyanate). The reagents and catalysts are P(=O)(OCCCC)(OCCCC)[O-] (di-n-butyl phosphate). Run in C=1(C(=CC=CC1)C)C (xylene). Reaction conditions: temperature 120 celsius. Yields the product C(CCC)NC(=O)N(C1=CC=CC=C1)C1=CC=CC=C1 (N-n-butyl-N',N'-diphenylurea). Yield: 60.0%. Reaction SMILES: [C:1]1([NH:7][C:8]2[CH:13]=[CH:12][CH:11]=[CH:10][CH:9]=2)[CH:6]=[CH:5][CH:4]=[CH:3][CH:2]=1.[CH2:14]([N:18]=[C:19]=[O:20])[CH2:15][CH2:16][CH3:17]>C1(C)C(C)=CC=CC=1.P([O-])(OCCCC)(OCCCC)=O>[CH2:14]([NH:18][C:19]([N:7]([C:1]1[CH:2]=[CH:3][CH:4]=[CH:5][CH:6]=1)[C:8]1[CH:9]=[CH:10][CH:11]=[CH:12][CH:13]=1)=[O:20])[CH2:15][CH2:16][CH3:17]. Procedure details: 0.5 mole of diphenylamine was taken together with 0.53 mole of n-butyl isocyanate and 1 g of di-n-butyl phosphate in 150 ml of xylene. The mixture was heated at 120° C. for 24 hours, with stirring, and then cooled to room temperature. After the product had been filtered off, washed with 100 ml of cold xylene and dried, 0.3 mole of N-n-butyl-N',N'-diphenylurea was obtained. Melting point: 92° C./yield: 60% of theory. Starting materials: Cl.C(C1=CC=CC=C1)(=N)N (benzamidine hydrochloride), C([O-])(O)=O.[K+] (potassium bicarbonate), BrC(C(=O)C1=CC(=C(C=C1)Cl)Cl)C (2-bromo-3′,4′-dichloropropiophenone). Run in O1CCCC1 (tetrahydrofuran), O (water), O1CCCC1 (tetrahydrofuran). Run at time 2 hour. Yields the product C1(=CC=CC=C1)C=1NC(=C(N1)C1=CC(=C(C=C1)Cl)Cl)C (2-phenyl-4-(3,4-dichlorophenyl)-5-methylimidazole). RXN SMILES: Br[CH:2]([CH3:13])[C:3]([C:5]1[CH:10]=[CH:9][C:8]([Cl:11])=[C:7]([Cl:12])[CH:6]=1)=O.Cl.[C:15]([NH2:23])(=[NH:22])[C:16]1[CH:21]=[CH:20][CH:19]=[CH:18][CH:17]=1.C(=O)(O)[O-].[K+]>O1CCCC1.O>[C:16]1([C:15]2[NH:22][C:2]([CH3:13])=[C:3]([C:5]3[CH:10]=[CH:9][C:8]([Cl:11])=[C:7]([Cl:12])[CH:6]=3)[N:23]=2)[CH:21]=[CH:20][CH:19]=[CH:18][CH:17]=1 |f:1.2,3.4|. Procedure details: A solution of 86.6 g (0.307 mol) of the above-mentioned crude 2-bromo-3′,4′-dichloropropiophenone in 120 ml of tetrahydrofuran was added dropwise over 40 minutes into a suspension, under reflux with heating, of 48.1 g (0.307 mol) of benzamidine hydrochloride, 123.4 g (1.23 mol) of potassium bicarbonate in 450 ml of tetrahydrofuran and 110 ml of water. After the addition was complete, further refluxing with heating was carried out for 2 hours. The reaction solution was evaporated to dryness under... Reactants: ClC1=NC=CC(=C1)C1=NC(=CC(=N1)C(F)(F)F)C1=CC=C(C=C1)C(F)(F)F (2-(2-chloro-pyridin-4-yl)-4-trifluoromethyl-6-(4-trifluoromethyl-phenyl)-pyrimidine), C(C)(C)(C)NS(=O)(=O)C=1C=C(C=CC1)B(O)O (3-(tert.-butylsulfamoyl)-phenylboronic acid). Product: C(C)(C)(C)NS(=O)(=O)C1=CC(=CC=C1)C1=NC=CC(=C1)C1=NC(=CC(=N1)C(F)(F)F)C1=CC=C(C=C1)C(F)(F)F (N-tert-Butyl-3-{4-[4-trifluoromethyl-6-(4-trifluoromethyl-phenyl)-pyrimidin-2-yl]-pyridin-2-yl}-benzenesulfonamide), solid. Yield: 88.0%. RXN SMILES: Cl[C:2]1[CH:7]=[C:6]([C:8]2[N:13]=[C:12]([C:14]([F:17])([F:16])[F:15])[CH:11]=[C:10]([C:18]3[CH:23]=[CH:22][C:21]([C:24]([F:27])([F:26])[F:25])=[CH:20][CH:19]=3)[N:9]=2)[CH:5]=[CH:4][N:3]=1.[C:28]([NH:32][S:33]([C:36]1[CH:37]=[C:38](B(O)O)[CH:39]=[CH:40][CH:41]=1)(=[O:35])=[O:34])([CH3:31])([CH3:30])[CH3:29]>>[C:28]([NH:32][S:33]([C:36]1[CH:37]=[CH:38][CH:39]=[C:40]([C:2]2[CH:7]=[C:6]([C:8]3[N:13]=[C:12]([C:14]([F:17])([F:16])[F:15])[CH:11]=[C:10]([C:18]4[CH:23]=[CH:22][C:21]([C:24]([F:27])([F:26])[F:25])=[CH:20][CH:19]=4)[N:9]=3)[CH:5]=[CH:4][N:3]=2)[CH:41]=1)(=[O:35])=[O:34])([CH3:31])([CH3:29])[CH3:30]. Reported procedure: The title compound was prepared from 2-(2-chloro-pyridin-4-yl)-4-trifluoromethyl-6-(4-trifluoromethyl-phenyl)-pyrimidine (example E.6) (0.404 g, 1.0 mmol) and commercially available 3-(tert.-butylsulfamoyl)-phenylboronic acid (0.31 g, 1.2 mmol) according to the general procedure VI. Obtained as an off-white solid (0.51 g, 88%). MS (ISP) 581.3 [(M+H)+]; mp 211° C. Starting materials: COC1=CC(=C(C=O)C=C1)O (4-methoxy-2-hydroxybenzaldehyde), COCCOCCl (MEM-chloride), C(C)(C)N(CC)C(C)C (diisopropylethylamine). Solvent: ClCCl (dichloromethane). Conditions: temperature 25 celsius, time 14 hour. The product is COC1=CC(=C(C=O)C=C1)OCOCCOC (4-methoxy-2-(methoxyethoxy)methoxy-benzaldehyde). RXN SMILES: [CH3:1][O:2][C:3]1[CH:10]=[CH:9][C:6]([CH:7]=[O:8])=[C:5]([OH:11])[CH:4]=1.[CH3:12][O:13][CH2:14][CH2:15][O:16][CH2:17]Cl.C(N(C(C)C)CC)(C)C>ClCCl>[CH3:1][O:2][C:3]1[CH:10]=[CH:9][C:6]([CH:7]=[O:8])=[C:5]([O:11][CH2:12][O:13][CH2:14][CH2:15][O:16][CH3:17])[CH:4]=1. Procedure details: A mixture of 4-methoxy-2-hydroxybenzaldehyde (6.5 g, 40 mmol), MEM-chloride (10.0 g, 80 mmol) and diisopropylethylamine (21 mL, 120 mmol) in dichloromethane (200 mL) was stirred at 25° C. for 14 h. The reaction mixture was concentrated to a small volume, diluted with diethyl ether (200 mL) and filtered through a short path of silica gel. The filtrate was concentrated to give crude 4-methoxy-2-(methoxyethoxy)methoxy-benzaldehyde which was pure enough for use in the next step. Starting materials: CC(=O)[O-], CC(=O)[O-], Cc1ccc(C)cc1, CS(C)=O, N#Cc1ccccc1Cl, [F-], [K+], O, OCCOCCO, [Pd+2], Cc1ccc(B(O)O)cc1. Product: Cc1ccc(-c2ccccc2C#N)cc1. RXN SMILES: [C:42]([O-:43])(=[O:44])[CH3:45].[C:47]([O-:48])(=[O:49])[CH3:50].[CH3:22][c:23]1[cH:24][cH:25][c:26]([CH3:27])[cH:28][cH:29]1.[CH3:38][S:39]([CH3:40])=[O:41].[Cl:1][c:2]1[c:3]([C:4]#[N:5])[cH:6][cH:7][cH:8][cH:9]1.[F-:20].[K+:21].[OH2:37].[OH:30][CH2:31][CH2:32][O:33][CH2:34][CH2:35][OH:36].[Pd+2:46].[c:10]1([CH3:19])[cH:11][cH:12][c:13]([B:16]([OH:17])[OH:18])[cH:14][cH:15]1>>[c:2]1(-[c:13]2[cH:12][cH:11][c:10]([CH3:19])[cH:15][cH:14]2)[c:3]([C:4]#[N:5])[cH:6][cH:7][cH:8][cH:9]1. Starting materials: Nc1n[nH]c2ccc(Br)cc12, Cc1ccccc1, O=C1C=CC(=O)O1. Yields the product O=C(O)C=CC(=O)Nc1n[nH]c2ccc(Br)cc12. As a reaction SMILES: [Br:8][c:9]1[cH:10][c:11]2[c:12]([NH2:18])[n:13][nH:14][c:15]2[cH:16][cH:17]1.[CH3:19][c:20]1[cH:21][cH:22][cH:23][cH:24][cH:25]1.[O:1]=[C:2]1[O:3][C:4](=[O:5])[CH:6]=[CH:7]1>>[O:1]=[C:2]([OH:3])[CH:7]=[CH:6][C:4](=[O:5])[NH:18][c:12]1[c:11]2[cH:10][c:9]([Br:8])[cH:17][cH:16][c:15]2[nH:14][n:13]1. The reactants are C(C1=CC=CC=C1)(=N)N (benzamidine), C6, tetralins, C2, alcohol, CC=1C=CC(=CC1)S(=O)(=O)O (TsOH), [BH4-].[Na+] (NaBH4), amide, C1(CCCC2=CC=CC=C12)=O (tetralone). Run in C1=CC=CC=C1 (benzene), C(C)(=O)O (acetic acid). Product: C1CC=CC2=CC=CC=C12 (dihydronapthalene). Reaction SMILES: C(N)(=N)C1C=CC=CC=1.[C:10]1(=O)[C:19]2[C:14](=[CH:15][CH:16]=[CH:17][CH:18]=2)[CH2:13][CH2:12][CH2:11]1.[BH4-].[Na+].CC1C=CC(S(O)(=O)=O)=CC=1>C1C=CC=CC=1.C(O)(=O)C>[CH2:18]1[C:19]2[C:14](=[CH:13][CH:12]=[CH:11][CH:10]=2)[CH:15]=[CH:16][CH2:17]1 |f:2.3|. Reported procedure: Scheme 12 outlines the preparation of tetralins having an acetic acid residue at C2 and an amide linked benzamidine at C6. In the first step, tetralone 81 is reduced with NaBH4 and the resultant unstable alcohol is dehydrated with TsOH in benzene giving dihydronapthalene 82. Osymylation of 82 affords diol 83 which is then subjected to the action of TsOH in refluxing benzene. The unstable 2-tetralone thus formed is not isolated but rather allowed to react with the sodium salt of tert-butyl diethy...